From a dataset of the Open Reaction Database (ORD), a public repository of structured organic reaction records. describe an organic reaction: reactants, conditions, products, and yield Starting materials: CC(C)(C)OC(=O)N1CCN(c2ncccc2Cl)CC1, CC(Cl)Cl, ClCCl, O=C(O)C(F)(F)F. Product: Clc1cccnc1N1CCNCC1. Reaction SMILES: [Cl:1][c:2]1[c:3]([N:8]2[CH2:9][CH2:10][N:11]([C:14]([O:15][C:16]([CH3:17])([CH3:18])[CH3:19])=[O:20])[CH2:12][CH2:13]2)[n:4][cH:5][cH:6][cH:7]1.[Cl:28][CH:29]([Cl:30])[CH3:31].[Cl:32][CH2:33][Cl:34].[F:21][C:22]([F:23])([F:24])[C:25]([OH:26])=[O:27]>>[Cl:1][c:2]1[c:3]([N:8]2[CH2:9][CH2:10][NH:11][CH2:12][CH2:13]2)[n:4][cH:5][cH:6][cH:7]1. Starting materials: C(#N)C=1C(=NNC1N=CN(C)C)OCCO (N′-[4-cyano-3-(2-hydroxyethoxy)-1H-pyrazol-5-yl]-N,N-dimethylimidoformamide), CC=1C=C(N)C=CC1OCC1=CC(=CC=C1)F (3-methyl-4-[(3-fluorobenzyl)oxy]aniline). Yields the product FC=1C=C(COC2=C(C=C(C=C2)NC2=C3C(=NC=N2)NN=C3OCCO)C)C=CC1 (2-{[4-({4-[(3-fluorobenzyl)oxy]-3-methylphenyl}amino)-1H-pyrazolo[3,4-d]pyrimidin-3-yl]oxy}ethanol). Isolated yield 57.8%. Reaction SMILES: [C:1]([C:3]1[C:4]([O:13][CH2:14][CH2:15][OH:16])=[N:5][NH:6][C:7]=1[N:8]=[CH:9][N:10](C)C)#[N:2].[CH3:17][C:18]1[CH:19]=[C:20]([CH:22]=[CH:23][C:24]=1[O:25][CH2:26][C:27]1[CH:32]=[CH:31][CH:30]=[C:29]([F:33])[CH:28]=1)N>>[F:33][C:29]1[CH:28]=[C:27]([CH:32]=[CH:31][CH:30]=1)[CH2:26][O:25][C:24]1[CH:23]=[CH:22][C:20]([NH:2][C:1]2[N:10]=[CH:9][N:8]=[C:7]3[NH:6][N:5]=[C:4]([O:13][CH2:14][CH2:15][OH:16])[C:3]=23)=[CH:19][C:18]=1[CH3:17]. Reported procedure: The procedure described in Example 1 was repeated using N′-[4-cyano-3-(2-hydroxyethoxy)-1H-pyrazol-5-yl]-N,N-dimethylimidoformamide (2.0 g, 8.96 mmol) and 3-methyl-4-[(3-fluorobenzyl)oxy]aniline (2.5 g, 10.8 mmol) to give the title compound as a white solid (2.12 g, 58%); NMR Spectrum: 2.24 (s, 3H), 3.79 (s, 2H), 4.30 (t, 2H), 5.17 (s, 2H), 7.02 (d, 1H), 7.15 (td, 1H), 7.31 (m, 2H), 7.42 (m, 3H), 7.85 (t, 1H), 8.23 (s, 1H), 8.21 (s, 1H), 8.33 (s, 1H); Mass Spectrum: 410 (MH+). Product: [Si](C)(C)(C(C)(C)C)OCC\C=C/CCCl (6-chlorohex-3Z-en-1-ol t-butyldimethylsilyl ether). Procedure: 5.7 of 6-chlorohex-3-yn-1-ol t-butyldimethylsilyl ether in 50 ml of ethanol was hydrogenated under 1 atmosphere of hydrogen in the presence of 0.3 g of Lindlar catalyst until 370 ml of hydrogen had been absorbed. The catalyst was removed by filtration through celite and the ethanol evaporated in vacuo. The crude product was chromatographed on 200 g of silica gel, eluting with 1-4% ether/hexane. Distillation of the appropriate fractions gave 3.7 g of 6-chlorohex-3Z-en-1-ol t-butyldimethylsilyl et... As a reaction SMILES: [Si:1]([O:8][CH2:9][CH2:10][C:11]#[C:12][CH2:13][CH2:14][Cl:15])([C:4]([CH3:7])([CH3:6])[CH3:5])([CH3:3])[CH3:2].[H][H]>C(O)C.[Pd].CC([O-])=O.CC([O-])=O.[Pb+2]>[Si:1]([O:8][CH2:9][CH2:10]/[CH:11]=[CH:12]\[CH2:13][CH2:14][Cl:15])([C:4]([CH3:6])([CH3:7])[CH3:5])([CH3:3])[CH3:2] |f:3.4.5.6|. The reactants are [Si](C)(C)(C(C)(C)C)OCCC#CCCCl (6-chlorohex-3-yn-1-ol t-butyldimethylsilyl ether), [H][H] (hydrogen), [H][H] (hydrogen). Run in C(C)O (ethanol). Reagents/catalysts: [Pd].CC(=O)[O-].CC(=O)[O-].[Pb+2] (Lindlar catalyst). The reactants are C(C)(C)(CC(C)(C)C)C1=CC=C(C=C1)O.C=O (p-tert-octylphenol formaldehyde), C(=O)[O-].[NH4+] (ammonium formate), [O-2].[Zn+2] (zinc oxide). The product is [Zn] (zinc), C(C)(C)(CC(C)(C)C)C1=CC=C(C=C1)O.C=O (p-tert-octylphenol formaldehyde). RXN SMILES: [CH:1]([O-])=[O:2].[NH4+].[O-2].[Zn+2:6].[C:7]([C:15]1[CH:20]=[CH:19][C:18]([OH:21])=[CH:17][CH:16]=1)([CH2:10][C:11]([CH3:14])([CH3:13])[CH3:12])([CH3:9])[CH3:8].C=O>>[Zn:6].[C:7]([C:15]1[CH:16]=[CH:17][C:18]([OH:21])=[CH:19][CH:20]=1)([CH2:10][C:11]([CH3:14])([CH3:13])[CH3:12])([CH3:8])[CH3:9].[CH2:1]=[O:2] |f:0.1,2.3,4.5,7.8|. Reported procedure: A mixture of 6.5 g of ammonium formate and 3.65 g of zinc oxide (JIS No. 1) was added over the course of 10 minutes to 100 g of the p-tert-octylphenol/formaldehyde condensate kept at 160° C., and the mixture was maintained at 160° to 170° C. for 1 hour to give a brown transparent zinc salt of the p-tert-octylphenol/formaldehyde condensate. The solvent is CC(=O)C (acetone). Yields the product COC1=CC=C(C=C1)[C@@H]1SC2=C(N(C([C@@H]1O)=O)CCN(C)C)C=CC(=C2)Cl ((+)-cis-2-(4-methoxyphenyl)-3-hydroxy-5-[2-(dimethylamino)ethyl]-8-chloro-2,3-dihydro-1,5-benzothiazepin-4(5H)-one). Procedure details: A mixture of (+)-cis-2-(4-methoxyphenyl)-3-hydroxy-8-chloro-2,3-dihydro-1,5-benzothiazepin-4(5H)-one (6.8 g), 2-(dimethylamino)ethyl chloride hydrochloride (3.02 g), potassium carbonate (6.1 g) and acetone (150 ml) is stirred under refluxing for 20 hours. After the completion of the reaction, the insoluble materials are removed by filtration and the filtrate is concentrated under reduced pressure. The resulting residue is dissolved in ethyl acetate, washed with water, dried and the ethyl acetate... The reactants are COC1=CC=C(C=C1)[C@@H]1SC2=C(NC([C@@H]1O)=O)C=CC(=C2)Cl ((+)-cis-2-(4-methoxyphenyl)-3-hydroxy-8-chloro-2,3-dihydro-1,5-benzothiazepin-4(5H)-one), Cl.CN(CCCl)C (2-(dimethylamino)ethyl chloride hydrochloride), C([O-])([O-])=O.[K+].[K+] (potassium carbonate). As a reaction SMILES: [CH3:1][O:2][C:3]1[CH:8]=[CH:7][C:6]([C@H:9]2[C@@H:15]([OH:16])[C:14](=[O:17])[NH:13][C:12]3[CH:18]=[CH:19][C:20]([Cl:22])=[CH:21][C:11]=3[S:10]2)=[CH:5][CH:4]=1.Cl.[CH3:24][N:25]([CH3:29])[CH2:26][CH2:27]Cl.C(=O)([O-])[O-].[K+].[K+]>CC(C)=O>[CH3:1][O:2][C:3]1[CH:8]=[CH:7][C:6]([C@H:9]2[C@@H:15]([OH:16])[C:14](=[O:17])[N:13]([CH2:27][CH2:26][N:25]([CH3:29])[CH3:24])[C:12]3[CH:18]=[CH:19][C:20]([Cl:22])=[CH:21][C:11]=3[S:10]2)=[CH:5][CH:4]=1 |f:1.2,3.4.5|. The yield is 86.5%. Starting materials: Cl (hydrogen chloride), S(N)(=O)(=O)Cl (sulfamoyl chloride), N1(C=NC=C1)C=1C=C(OCCO)C=CC1 (2-[3(1H-imidazol-1-yl)phenoxy]ethanol). Solvent: C(C)#N (acetonitrile), C(C)#N (acetonitrile). Run at time 20 hour. The product is N1(C=NC=C1)C=1C=C(OCCOS(N)(=O)=O)C=CC1 (Sulfamic acid 2-[3(1H-imidazol-1-yl)phenoxy]ethyl ester). Yield: 56.5%. As a reaction SMILES: [S:1](Cl)(=[O:4])(=[O:3])[NH2:2].[N:6]1([C:11]2[CH:12]=[C:13]([CH:18]=[CH:19][CH:20]=2)[O:14][CH2:15][CH2:16][OH:17])[CH:10]=[CH:9][N:8]=[CH:7]1.Cl>C(#N)C>[N:6]1([C:11]2[CH:12]=[C:13]([CH:18]=[CH:19][CH:20]=2)[O:14][CH2:15][CH2:16][O:17][S:1](=[O:4])(=[O:3])[NH2:2])[CH:10]=[CH:9][N:8]=[CH:7]1. Procedure details: A solution of sulfamoyl chloride (0.0275 mole) in 60 ml of acetonitrile was treated dropwise with a solution of 5.1 g (0.025 mole) of 2-[3(1H-imidazol-1-yl)phenoxy]ethanol in 100 ml of acetonitrile. The mixture was stirred at ambient temperature under nitrogen for 20 hr. The mixture was concentrated under vacuum, and the residue was partitioned between ethyl acetate and dilute potassium carbonate solution. The organic fraction was again concentrated under vacuum to a crystalline residue. This re...